From a dataset of the Open Reaction Database (ORD), a public repository of structured organic reaction records. describe an organic reaction: reactants, conditions, products, and yield Starting materials: solution, Cl (HCl), B.CNC (dimethylamine borane), ClC=1C(=CC(=C(C1)CCC1(CC(CC(O1)=O)=O)C1CCCC1)OC)OC (6-[2-(5-chloro-2,4-dimethoxyphenyl)ethyl]-6-cyclopentyldihydro-2H-pyran-2,4(3H)-dione), CC1=NC=2N(C(=C1)C)N=C(N2)C=O (5,7-dimethyl[1,2,4]triazolo[1,5-a]pyrimidine-2-carboxaldehyde). Run in O (water), CO (MeOH). Conditions: time 18 hour. Yields the product ClC=1C(=CC(=C(C1)CCC1(CC(C(C(O1)=O)CC1=NN2C(N=C(C=C2C)C)=N1)=O)C1CCCC1)OC)OC (6-[2-(5-chloro-2,4-dimethoxyphenyl)ethyl]-6-cyclopentyl-3-[(5,7-dimethyl[1,2,4]triazolo[1,5-a]pyrimidin-2-yl)methyl]dihydro-2H-pyran-2,4(3H)-dione), product. Isolated yield 19.0%. Reaction SMILES: [Cl:1][C:2]1[C:3]([O:25][CH3:26])=[CH:4][C:5]([O:23][CH3:24])=[C:6]([CH2:8][CH2:9][C:10]2([CH:18]3[CH2:22][CH2:21][CH2:20][CH2:19]3)[O:15][C:14](=[O:16])[CH2:13][C:12](=[O:17])[CH2:11]2)[CH:7]=1.[CH3:27][C:28]1[CH:33]=[C:32]([CH3:34])[N:31]2[N:35]=[C:36]([CH:38]=O)[N:37]=[C:30]2[N:29]=1.B.CNC.Cl>CO.O>[Cl:1][C:2]1[C:3]([O:25][CH3:26])=[CH:4][C:5]([O:23][CH3:24])=[C:6]([CH2:8][CH2:9][C:10]2([CH:18]3[CH2:22][CH2:21][CH2:20][CH2:19]3)[O:15][C:14](=[O:16])[CH:13]([CH2:38][C:36]3[N:37]=[C:30]4[N:29]=[C:28]([CH3:27])[CH:33]=[C:32]([CH3:34])[N:31]4[N:35]=3)[C:12](=[O:17])[CH2:11]2)[CH:7]=1 |f:2.3|. Procedure details: The title compound was prepared by treating a suspension of 6-[2-(5-chloro-2,4-dimethoxyphenyl)ethyl]-6-cyclopentyldihydro-2H-pyran-2,4(3H)-dione (350 mg, 0.917 mmol) and 5,7-dimethyl[1,2,4]triazolo[1,5-a]pyrimidine-2-carboxaldehyde (described in Step 3 of example B(75))(242 mg, 1.375 mmol, 1.5 equiv, from Step 3 of Example B(75)) in MeOH (10 mL) with dimethylamine borane (65 mg, 1.1 mmol, 1.2 equiv). The resulting mixture was stirred at room temperature for 18 h. A 1 M solution of HCl (3 mL) wa... The reactants are O=C([O-])O, CC[SiH](CC)CC, CCc1ccc(C(=O)c2cc(Br)ccc2Cl)s1, ClCCl, [Na+]. Yields the product CCc1ccc(Cc2cc(Br)ccc2Cl)s1. RXN SMILES: [C:25](=[O:26])([O-:27])[OH:28].[CH2:18]([SiH:19]([CH2:20][CH3:21])[CH2:22][CH3:23])[CH3:24].[CH2:1]([CH3:2])[c:3]1[cH:4][cH:5][c:6]([C:8](=[O:9])[c:10]2[c:11]([Cl:17])[cH:12][cH:13][c:14]([Br:16])[cH:15]2)[s:7]1.[Cl:30][CH2:31][Cl:32].[Na+:29]>>[CH2:1]([CH3:2])[c:3]1[cH:4][cH:5][c:6]([CH2:8][c:10]2[c:11]([Cl:17])[cH:12][cH:13][c:14]([Br:16])[cH:15]2)[s:7]1. The reactants are C([O-])(O)=O.[Na+] (sodium bicarbonate), C(C)(C)NC(C)C (diisopropylamine), C1(=CC=CC=C1)P(C1=CC=CC=C1)C1=CC=CC=C1 (triphenyl phosphine), C1(=CC=CC=C1)CCO (2-phenyl-ethanol), OC=1C(=CC2=C(N=C(N2COCC[Si](C)(C)C)C2=NC=CC=C2)C1)C1N(CCC1)C(C)=O (1-(2-(6-hydroxy-2-pyridin-2-yl-3-(2-trimethylsilanyl-ethoxymethyl)-3H-benzimidazol-5-yl)-pyrrolidin-1-yl)-ethanone), C(C)(C)NC(C)C (diisopropylamine), C1(=CC=CC=C1)P(C1=CC=CC=C1)C1=CC=CC=C1 (triphenyl phosphine), C1(=CC=CC=C1)CCO (2-phenyl-ethanol). The solvent is O1CCCC1 (tetrahydrofuran). Conditions: time 6 hour. Yields the product C(CC1=CC=CC=C1)OC=1C(=CC2=C(N=C(N2COCC[Si](C)(C)C)C2=NC=CC=C2)C1)C1N(CCC1)C(C)=O (1-(2-(6-phenethyloxy-2-pyridin-2-yl-3-(2-trimethylsilanyl-ethoxymethyl)-3H-benzimidazol-5-yl)-pyrrolidin-1-yl)-ethanone). RXN SMILES: C(NC(C)C)(C)C.C1(P(C2C=CC=CC=2)C2C=CC=CC=2)C=CC=CC=1.[C:27]1([CH2:33][CH2:34][OH:35])[CH:32]=[CH:31][CH:30]=[CH:29][CH:28]=1.O[C:37]1[C:38]([CH:60]2[CH2:64][CH2:63][CH2:62][N:61]2[C:65](=[O:67])[CH3:66])=[CH:39][C:40]2[N:44]([CH2:45][O:46][CH2:47][CH2:48][Si:49]([CH3:52])([CH3:51])[CH3:50])[C:43]([C:53]3[CH:58]=[CH:57][CH:56]=[CH:55][N:54]=3)=[N:42][C:41]=2[CH:59]=1.C(=O)(O)[O-].[Na+]>O1CCCC1>[CH2:34]([O:35][C:37]1[C:38]([CH:60]2[CH2:64][CH2:63][CH2:62][N:61]2[C:65](=[O:67])[CH3:66])=[CH:39][C:40]2[N:44]([CH2:45][O:46][CH2:47][CH2:48][Si:49]([CH3:52])([CH3:51])[CH3:50])[C:43]([C:53]3[CH:58]=[CH:57][CH:56]=[CH:55][N:54]=3)=[N:42][C:41]=2[CH:59]=1)[CH2:33][C:27]1[CH:32]=[CH:31][CH:30]=[CH:29][CH:28]=1 |f:4.5|. Reported procedure: 0.019 ml of diisopropylamine, 27.6 mg of triphenyl phosphine and 0.011 ml of 2-phenyl-ethanol were added in order to a tetrahydrofuran (1 ml) solution of 29.2 mg of 1-(2-(6-hydroxy-2-pyridin-2-yl-3-(2-trimethylsilanyl-ethoxymethyl)-3H-benzimidazol-5-yl)pyrrolidin-1-yl)-ethanone obtained in Example 121 (step 10), and the reaction liquid was stirred for 6 hours at room temperature. 0.040 ml of diisopropylamine, 53.2 mg of triphenyl phosphine and 0.023 ml of 2-phenyl-ethanol were added in order to ...